Dataset: the Open Reaction Database (ORD), a public repository of structured organic reaction records. Task: describe an organic reaction: reactants, conditions, products, and yield Starting materials: C1(CC1)C(=O)Cl (cyclopropanecarbonyl chloride), N1C=NC=C1 (imidazole). Run in O1CCCC1 (tetrahydrofuran). Reaction conditions: temperature 0 celsius. Product: C1(CC1)C(=O)N1C=NC=C1 (N-Cyclopropanecarbonylimidazole). Yield: 102.1%. RXN SMILES: [CH:1]1([C:4](Cl)=[O:5])[CH2:3][CH2:2]1.[NH:7]1[CH:11]=[CH:10][N:9]=[CH:8]1>O1CCCC1>[CH:1]1([C:4]([N:7]2[CH:11]=[CH:10][N:9]=[CH:8]2)=[O:5])[CH2:3][CH2:2]1. Procedure details: A solution of cyclopropanecarbonyl chloride (10.0 g) in dry tetrahydrofuran was added dropwise to a solution of imidazole (13.0 g, 2 equivalents) stirred at 0° C. After 1 hour the solid was filtered and the filtrate evaporated to give the title compound (13.3 g), NMR 1.2 (m, 2H), 1.38 (m, 2H), 2.21 (m, 1H), 7.12 (d, 1H), 7.55 (d, 1H), 8.34 (s, 1H). Starting materials: CN(C)CC1=CC=C(O1)CSCCN (2-(5-dimethylaminomethyl-2-furanylmethylthio)ethylamine), [N+](=O)([O-])NC1=NC=C(C(N1)=O)CC1=CC=C(C=C1)CN(C)C (2-nitroamino-5-(4-dimethylamino methylbenzyl)-4-pyrimidone). The solvent is C(C)O (ethanol). Product: CN(C)CC1=CC=C(O1)CSCCNC1=NC=C(C(N1)=O)CC1=CC=C(C=C1)CN(C)C (2-[2-(5-dimethylaminomethyl-2-furanylmethylthio)ethylamino]-5-(4-dimethylaminomethylbenzyl) 4-pyrimidone). Reaction SMILES: [CH3:1][N:2]([CH2:4][C:5]1[O:9][C:8]([CH2:10][S:11][CH2:12][CH2:13][NH2:14])=[CH:7][CH:6]=1)[CH3:3].[N+](N[C:19]1[NH:24][C:23](=[O:25])[C:22]([CH2:26][C:27]2[CH:32]=[CH:31][C:30]([CH2:33][N:34]([CH3:36])[CH3:35])=[CH:29][CH:28]=2)=[CH:21][N:20]=1)([O-])=O>C(O)C>[CH3:3][N:2]([CH2:4][C:5]1[O:9][C:8]([CH2:10][S:11][CH2:12][CH2:13][NH:14][C:19]2[NH:24][C:23](=[O:25])[C:22]([CH2:26][C:27]3[CH:32]=[CH:31][C:30]([CH2:33][N:34]([CH3:35])[CH3:36])=[CH:29][CH:28]=3)=[CH:21][N:20]=2)=[CH:7][CH:6]=1)[CH3:1]. Reported procedure: A mixture of 2-(5-dimethylaminomethyl-2-furanylmethylthio)ethylamine (1.71 g) and 2-nitroamino-5-(4-dimethylamino methylbenzyl)-4-pyrimidone (1.97 g) in ethanol (12 ml) was heated under reflux for 42 hr. The ethanol was evaporated at reduced pressure yielding 2-[2-(5-dimethylaminomethyl-2-furanylmethylthio)ethylamino]-5-(4-dimethylaminomethylbenzyl) 4-pyrimidone as a brown oily residue which was washed with hot water, cooled and mixed with dilute ethanolic hydrochloride acid. Excess of ethanol w... Starting materials: CC=1C=CC(=C(C(=O)O)C1)C1=CC=NN1C (5-methyl-2-(1-methyl-1H-pyrazol-5-yl)benzoic acid), ClC=1C=CC2=C(N=C(O2)NC[C@H]2NCCC[C@H]2C)C1 (5-chloro-N-(((2S,3R)-3-methylpiperidin-2-yl)methyl)benzo[d]oxazol-2-amine). Product: ClC=1C=CC2=C(N=C(O2)NC[C@H]2N(CCC[C@H]2C)C(=O)C2=C(C=CC(=C2)C)C2=CC=NN2C)C1 (((2S,3R)-2-(((5-Chlorobenzo[d]oxazol-2-yl)amino)methyl)-3-methylpiperidin-1-yl)(5-methyl-2-(1-methyl-1H-pyrazol-5-yl)phenyl)methanone). As a reaction SMILES: [CH3:1][C:2]1[CH:3]=[CH:4][C:5]([C:11]2[N:15]([CH3:16])[N:14]=[CH:13][CH:12]=2)=[C:6]([CH:10]=1)[C:7]([OH:9])=O.[Cl:17][C:18]1[CH:19]=[CH:20][C:21]2[O:25][C:24]([NH:26][CH2:27][C@@H:28]3[C@H:33]([CH3:34])[CH2:32][CH2:31][CH2:30][NH:29]3)=[N:23][C:22]=2[CH:35]=1>>[Cl:17][C:18]1[CH:19]=[CH:20][C:21]2[O:25][C:24]([NH:26][CH2:27][C@@H:28]3[C@H:33]([CH3:34])[CH2:32][CH2:31][CH2:30][N:29]3[C:7]([C:6]3[CH:10]=[C:2]([CH3:1])[CH:3]=[CH:4][C:5]=3[C:11]3[N:15]([CH3:16])[N:14]=[CH:13][CH:12]=3)=[O:9])=[N:23][C:22]=2[CH:35]=1. Procedure details: The title compound was prepared following the same general protocol as described in Example A1, using 5-methyl-2-(1-methyl-1H-pyrazol-5-yl)benzoic acid and 5-chloro-N-(((2S,3R)-3-methylpiperidin-2-yl)methyl)benzo[d]oxazol-2-amine. ESI-MS (m/z): 478 [M+1]+. Reported procedure: The free acid is prepared by neutralizing an aqueous solution of the sodium 2-(2-pyridyl)-4-carboxyquinoline carboxylate 3 with 10% HCl. The acid is somewhat soluble in acidic solution, and care should be taken not to overacidify; a pH of 7 is optimum. The solid is filtered, washed with 40 mL of acetone and allowed to air dry. The product is N1=C(C=CC=C1)C1=NC2=CC=CC=C2C(=C1)C(=O)O (2-(2-pyridinyl)-4-quinoline carboxylic acid). Reaction SMILES: [N:1]1[CH:6]=[CH:5][CH:4]=[CH:3][C:2]=1[C:7]1(C([O-])=O)[CH:16]=[C:15]([C:17]([OH:19])=[O:18])[C:14]2[C:9](=[CH:10][CH:11]=[CH:12][CH:13]=2)[NH:8]1.[Na+].Cl>>[N:1]1[CH:6]=[CH:5][CH:4]=[CH:3][C:2]=1[C:7]1[CH:16]=[C:15]([C:17]([OH:19])=[O:18])[C:14]2[C:9](=[CH:10][CH:11]=[CH:12][CH:13]=2)[N:8]=1 |f:0.1|. Reactants: N1=C(C=CC=C1)C1(NC2=CC=CC=C2C(=C1)C(=O)O)C(=O)[O-].[Na+] (Sodium 2-(2-pyridinyl)-4-carboxyquinoline carboxylate), Cl (HCl).